The task is: describe an organic reaction: reactants, conditions, products, and yield. This data is from the Open Reaction Database (ORD), a public repository of structured organic reaction records. Starting materials: O=S(Cl)Cl, [Zn], O=C1N(C(c2ccccc2)c2ccccc2)c2ccccc2C1(O)c1cc2nccnc2cc1O. Product: O=C1C(c2cc3nccnc3cc2O)c2ccccc2N1C(c1ccccc1)c1ccccc1. Reaction SMILES: [S:37]([Cl:38])([Cl:39])=[O:40].[Zn:36].[c:1]1([CH:7]([N:8]2[C:9](=[O:29])[C:10]([c:17]3[cH:18][c:19]4[n:20][cH:21][cH:22][n:23][c:24]4[cH:25][c:26]3[OH:27])([OH:28])[c:11]3[cH:12][cH:13][cH:14][cH:15][c:16]32)[c:30]2[cH:31][cH:32][cH:33][cH:34][cH:35]2)[cH:2][cH:3][cH:4][cH:5][cH:6]1>>[c:1]1([CH:7]([N:8]2[C:9](=[O:29])[CH:10]([c:17]3[cH:18][c:19]4[n:20][cH:21][cH:22][n:23][c:24]4[cH:25][c:26]3[OH:27])[c:11]3[cH:12][cH:13][cH:14][cH:15][c:16]32)[c:30]2[cH:31][cH:32][cH:33][cH:34][cH:35]2)[cH:2][cH:3][cH:4][cH:5][cH:6]1. Reactants: CCOC(=O)C(=O)OCC, C1CCOC1, CCCN(CCC)CCc1cccc([N+](=O)[O-])c1C, [H-], [Na+]. Product: CCCN(CCC)CCc1cccc([N+](=O)[O-])c1CC(=O)C(=O)OCC. As a reaction SMILES: [C:3]([C:4]([O:6][CH2:5][CH3:7])=[O:8])(=[O:9])[O:10][CH2:11][CH3:12].[CH2:32]1[O:33][CH2:34][CH2:35][CH2:36]1.[CH3:13][c:14]1[c:15]([CH2:23][CH2:24][N:25]([CH2:26][CH2:27][CH3:28])[CH2:29][CH2:30][CH3:31])[cH:16][cH:17][cH:18][c:19]1[N+:20](=[O:21])[O-:22].[H-:1].[Na+:2]>>[C:3]([C:4](=[O:6])[CH2:13][c:14]1[c:15]([CH2:23][CH2:24][N:25]([CH2:26][CH2:27][CH3:28])[CH2:29][CH2:30][CH3:31])[cH:16][cH:17][cH:18][c:19]1[N+:20](=[O:21])[O-:22])(=[O:9])[O:10][CH2:11][CH3:12].